Dataset: the Open Reaction Database (ORD), a public repository of structured organic reaction records. Task: describe an organic reaction: reactants, conditions, products, and yield Reactants: CC(CCO)C(F)(F)F, [I-], O=P(O)(O)O. Product: CC(CCI)C(F)(F)F. RXN SMILES: [F:7][C:8]([CH:9]([CH2:10][CH2:11][OH:12])[CH3:13])([F:14])[F:15].[I-:6].[P:1](=[O:2])([OH:3])([OH:4])[OH:5]>>[I:6][CH2:11][CH2:10][CH:9]([C:8]([F:7])([F:14])[F:15])[CH3:13]. Reactants: CCOC(=O)Cn1c(NC2CCN(C(=O)OC(C)(C)C)CC2)nc2ccccc21, CO, CCOCC, I. Product: CCOC(=O)Cn1c(NC2CCNCC2)nc2ccccc21, I. As a reaction SMILES: [CH2:1]([CH3:2])[O:3][C:4](=[O:5])[CH2:6][n:7]1[c:8]([NH:16][CH:17]2[CH2:18][CH2:19][N:20]([C:23]([O:24][C:25]([CH3:26])([CH3:27])[CH3:28])=[O:29])[CH2:21][CH2:22]2)[n:9][c:10]2[c:11]1[cH:12][cH:13][cH:14][cH:15]2.[CH3:31][OH:32].[CH3:33][CH2:34][O:35][CH2:36][CH3:37].[IH:30]>>[CH2:1]([CH3:2])[O:3][C:4](=[O:5])[CH2:6][n:7]1[c:8]([NH:16][CH:17]2[CH2:18][CH2:19][NH:20][CH2:21][CH2:22]2)[n:9][c:10]2[c:11]1[cH:12][cH:13][cH:14][cH:15]2.[IH:30]. The reagents and catalysts are Cl[Pd]([P](C1=CC=CC=C1)(C2=CC=CC=C2)C3=CC=CC=C3)([P](C4=CC=CC=C4)(C5=CC=CC=C5)C6=CC=CC=C6)Cl (trans-dichlorobis(triphenylphosphine)palladium). RXN SMILES: FC(F)(F)S(O[C:7]1[CH2:8][CH2:9][N:10]([C:13]([O:15][C:16]([CH3:19])([CH3:18])[CH3:17])=[O:14])[CH2:11][CH:12]=1)(=O)=O.[CH3:22][C:23]1[CH:32]=[C:31](B2OC(C)(C)C(C)(C)O2)[CH:30]=[CH:29][C:24]=1[C:25]([O:27][CH3:28])=[O:26].C(=O)([O-])[O-].[Na+].[Na+]>Cl[Pd](Cl)([P](C1C=CC=CC=1)(C1C=CC=CC=1)C1C=CC=CC=1)[P](C1C=CC=CC=1)(C1C=CC=CC=1)C1C=CC=CC=1.C(#N)C>[C:16]([O:15][C:13]([N:10]1[CH2:11][CH:12]=[C:7]([C:31]2[CH:30]=[CH:29][C:24]([C:25]([O:27][CH3:28])=[O:26])=[C:23]([CH3:22])[CH:32]=2)[CH2:8][CH2:9]1)=[O:14])([CH3:19])([CH3:18])[CH3:17] |f:2.3.4,^1:50,69|. Reactants: FC(S(=O)(=O)OC=1CCN(CC1)C(=O)OC(C)(C)C)(F)F (1,1-dimethylethyl 4-(((trifluoromethyl)sulfonyl)oxy)-3,6-dihydropyridine-1(2H)-carboxylate), C([O-])([O-])=O.[Na+].[Na+] (sodium carbonate), CC1=C(C(=O)OC)C=CC(=C1)B1OC(C(O1)(C)C)(C)C (Methyl 2-methyl-4-(4,4,5,5-tetramethyl-1,3,2-dioxaborolan-2-yl)benzoate). Solvent: C(C)#N (Acetonitrile). Conditions: temperature 70 celsius, time 3 hour. Procedure details: To a flask containing 1,1-dimethylethyl 4-(((trifluoromethyl)sulfonyl)oxy)-3,6-dihydropyridine-1(2H)-carboxylate (3.80 g, 11.5 mmol, prepared according to Heterocycles, 1996, 43, 2131-2138) were added the title compound from Example 3 Step A (3.80 g, 13.8 mmol) and trans-dichlorobis(triphenylphosphine)palladium (II) (804 mg, 1.15 mmol). Acetonitrile (57 mL) and sodium carbonate (28.7 mL, 1.0 M aqueous, 28.7 mmol) were added, and the resulting mixture was degassed via nitrogen sparge. The reactio... Yields the product C(C)(C)(C)OC(=O)N1CCC(=CC1)C1=CC(=C(C=C1)C(=O)OC)C (tert-Butyl-4-(4-(methoxycarbonyl)-3-methylphenyl)-3,6-dihydropyridine-1(2H)-carboxylate). Reactants: C(#N)C1=C(C=C(C=C1)N(CC(=O)O)CC(C)(C)C)C(F)(F)F (N-[4-cyano-3-(trifluoromethyl)phenyl]-N-(2,2-dimethylpropyl)glycine), C(C(=O)Cl)(=O)Cl (oxalyl chloride), [NH4+].[OH-] (NH4OH). The reagents and catalysts are CN(C)C=O (DMF). Run in C(Cl)Cl (CH2Cl2). Run at time 1 hour. Product: C(#N)C1=C(C=C(C=C1)N(CC(=O)N)CC(C)(C)C)C(F)(F)F (N2-[4-Cyano-3-(trifluoromethyl)phenyl]-N2-(2,2-dimethylpropyl)glycinamide). As a reaction SMILES: [C:1]([C:3]1[CH:8]=[CH:7][C:6]([N:9]([CH2:14][C:15]([CH3:18])([CH3:17])[CH3:16])[CH2:10][C:11]([OH:13])=O)=[CH:5][C:4]=1[C:19]([F:22])([F:21])[F:20])#[N:2].C(Cl)(=O)C(Cl)=O.[NH4+:29].[OH-]>C(Cl)Cl.CN(C=O)C>[C:1]([C:3]1[CH:8]=[CH:7][C:6]([N:9]([CH2:14][C:15]([CH3:16])([CH3:18])[CH3:17])[CH2:10][C:11]([NH2:29])=[O:13])=[CH:5][C:4]=1[C:19]([F:22])([F:20])[F:21])#[N:2] |f:2.3|. Procedure details: To a solution of N-[4-cyano-3-(trifluoromethyl)phenyl]-N-(2,2-dimethylpropyl)glycine (1.13 g, 3.58 mmol) in CH2Cl2 (10 mL) at 0° C. was added oxalyl chloride (0.33 mL, 3.76 mmol), followed by DMF (0.01 mL, 0.2 mmol). The resulting solution was stirred 5 min in the cooling bath, 20 min at rt and 1 h at reflux under N2. After cooling to rt, the solution was slowly poured into NH4OH (10 mL of a 30 wt % solution) at 0° C., stirred 30 min, and the layers were separated. The aqueous layer was extracte... Starting materials: [BH4-], CO, N#CCc1c2cccn(CC(=O)c3ccccc3)c-2nc1Cl, [Na+]. Product: N#CCc1c2cccn(CC(O)c3ccccc3)c-2nc1Cl. As a reaction SMILES: [BH4-:23].[CH3:25][OH:26].[Cl:1][c:2]1[c:3]([CH2:20][C:21]#[N:22])[c:4]2[cH:9][cH:8][cH:7][n:6]([CH2:10][C:11](=[O:12])[c:13]3[cH:14][cH:15][cH:16][cH:17][cH:18]3)[c:5]-2[n:19]1.[Na+:24]>>[Cl:1][c:2]1[c:3]([CH2:20][C:21]#[N:22])[c:4]2[cH:9][cH:8][cH:7][n:6]([CH2:10][CH:11]([OH:12])[c:13]3[cH:14][cH:15][cH:16][cH:17][cH:18]3)[c:5]-2[n:19]1. The reactants are ClC1=CC=C(C=C1)C(CCC1=CC=C(C=C1)C(F)(F)F)NS(=O)C(C)(C)C (2-Methyl-propane-2-sulfinic acid [1-(4-chloro-phenyl)-3-(4-trifluoromethyl-phenyl)-propyl]-amide), Cl (HCl). Procedure: To a solution of 210 mg (0.5 mmol) 2-Methyl-propane-2-sulfinic acid [1-(4-chloro-phenyl)-3-(4-trifluoromethyl-phenyl)-propyl]-amide in methanol (0.5 mL) was added a 4M HCl solution in dioxane (0.5 mLl) at room temperature under argon. The mixture was stirred at room temperature for 30 minutes. The solvent was removed in vacuo. The solid was stirred in ether, filtered and dried to provide 138 mg (78%) of the title compound as white solid. MS (m/e): 313.9 (MH+). The solvent is CO (methanol), O1CCOCC1 (dioxane). Product: Cl.ClC1=CC=C(C=C1)C(CCC1=CC=C(C=C1)C(F)(F)F)N (rac-1-(4-Chloro-phenyl)-3-(4-trifluoromethyl-phenyl)-propylamine hydrochloride). Yield: 157.6%. Reaction conditions: time 30 minute. Reaction SMILES: [Cl:1][C:2]1[CH:7]=[CH:6][C:5]([CH:8]([NH:21]S(C(C)(C)C)=O)[CH2:9][CH2:10][C:11]2[CH:16]=[CH:15][C:14]([C:17]([F:20])([F:19])[F:18])=[CH:13][CH:12]=2)=[CH:4][CH:3]=1.Cl>CO.O1CCOCC1>[ClH:1].[Cl:1][C:2]1[CH:7]=[CH:6][C:5]([CH:8]([NH2:21])[CH2:9][CH2:10][C:11]2[CH:16]=[CH:15][C:14]([C:17]([F:19])([F:20])[F:18])=[CH:13][CH:12]=2)=[CH:4][CH:3]=1 |f:4.5|. The yield is 50.4%. The product is N=1OC(=C2C1C=CC=C2)C(=O)O (2,1-benzisoxazole-3-carboxylic acid). Run at time 90 minute. The reactants are S(O)(O)(=O)=O (sulfuric acid), [N+](=O)([O-])C1=C(C=CC=C1)CC(=O)O (orthonitrophenylacetic acid), ice water. As a reaction SMILES: S(=O)(=O)(O)O.[N+:6]([C:9]1[CH:14]=[CH:13][CH:12]=[CH:11][C:10]=1[CH2:15][C:16]([OH:18])=[O:17])([O-])=[O:7]>>[N:6]1[O:7][C:15]([C:16]([OH:18])=[O:17])=[C:10]2[CH:11]=[CH:12][CH:13]=[CH:14][C:9]=12. Procedure: To 1 l of concentrated sulfuric acid, 40 g (0.22 mol) of orthonitrophenylacetic acid were added, followed by stirring at 105°-110° C. for 90 minutes. After cooling, 2.5 l of ice water in limited amounts was added to the reaction mixture. The resultant mixture was extracted with 1 l of ethyl ether. The extract was dried over anhydrous sodium sulfate and the solvent was distilled off, so that 18.1 g (yield: 50.2%) of 2,1-benzisoxazole-3-carboxylic acid was obtained as crystals.